Dataset: the Open Reaction Database (ORD), a public repository of structured organic reaction records. Task: describe an organic reaction: reactants, conditions, products, and yield Reactants: Cc1cccc(CBr)c1OCC#N, [K+], [K+], O=C([O-])[O-], CN(C)C=O, OCc1cccc(O)c1. Yields the product Cc1cccc(COc2cccc(CO)c2)c1OCC#N. As a reaction SMILES: [Br:16][CH2:17][c:18]1[c:19]([O:20][CH2:21][C:22]#[N:23])[c:24]([CH3:28])[cH:25][cH:26][cH:27]1.[K+:10].[K+:11].[O-:12][C:13]([O-:14])=[O:15].[O:29]=[CH:30][N:31]([CH3:32])[CH3:33].[OH:1][CH2:2][c:3]1[cH:4][cH:5][cH:6][c:7]([OH:8])[cH:9]1>>[OH:1][CH2:2][c:3]1[cH:4][cH:5][cH:6][c:7]([O:8][CH2:17][c:18]2[c:19]([O:20][CH2:21][C:22]#[N:23])[c:24]([CH3:28])[cH:25][cH:26][cH:27]2)[cH:9]1.